This data is from the Open Reaction Database (ORD), a public repository of structured organic reaction records. The task is: describe an organic reaction: reactants, conditions, products, and yield The reactants are C(=O)([O-])[O-].[K+].[K+] (K2CO3), ICC (iodoethane), ClC1=C(C=C(C=C1)O)I (4-chloro-3-iodophenol). The solvent is CN(C)C=O (DMF), CCOCC.O (ether water). Conditions: temperature 50 celsius, time 3 hour. Yields the product ClC1=C(C=C(C=C1)OCC)I (1-chloro-2-iodo-4-ethoxybenzene). The yield is 87.8%. Reaction SMILES: C([O-])([O-])=O.[K+].[K+].I[CH2:8][CH3:9].[Cl:10][C:11]1[CH:16]=[CH:15][C:14]([OH:17])=[CH:13][C:12]=1[I:18]>CN(C=O)C.CCOCC.O>[Cl:10][C:11]1[CH:16]=[CH:15][C:14]([O:17][CH2:8][CH3:9])=[CH:13][C:12]=1[I:18] |f:0.1.2,6.7|. Reported procedure: Add 2 g (14.5 mmol) of K2CO3 and 1.16 mL (14.5 mmol) of iodoethane to a solution of 2.45 g (9.6 mmol) of 4-chloro-3-iodophenol in 30 mL of DMF. Heat the reaction mixture at 50° C. while stirring for 3 h, then distribute in 200 mL of ether/water 1:1 mixture. Wash the organic phase with 3×50 mL of water then dry over Na2SO4 and concentrate under reduced pressure. We obtain 2.38 g of 1-chloro-2-iodo-4-ethoxybenzene in the form of oil. The reactants are BrB(Br)Br, CCCn1nc(C(=O)c2cccc(OC)c2)c2cccc(C(F)(F)F)c21, ClCCl. The product is CCCn1nc(C(=O)c2cccc(O)c2)c2cccc(C(F)(F)F)c21. RXN SMILES: [B:27]([Br:28])([Br:29])[Br:30].[CH3:1][O:2][c:3]1[cH:4][c:5]([C:9](=[O:10])[c:11]2[n:12][n:13]([CH2:24][CH2:25][CH3:26])[c:14]3[c:15]([C:20]([F:21])([F:22])[F:23])[cH:16][cH:17][cH:18][c:19]23)[cH:6][cH:7][cH:8]1.[Cl:31][CH2:32][Cl:33]>>[OH:2][c:3]1[cH:4][c:5]([C:9](=[O:10])[c:11]2[n:12][n:13]([CH2:24][CH2:25][CH3:26])[c:14]3[c:15]([C:20]([F:21])([F:22])[F:23])[cH:16][cH:17][cH:18][c:19]23)[cH:6][cH:7][cH:8]1. Starting materials: CC1=CC=NC(=C1C(=O)O)C1=CC=CC=C1 (4-methyl-2-phenylnicotinic acid), polyphosphoric acid. The solvent is CCCCCC (n-hexane). Product: CC1=CC=NC=2C3=CC=CC=C3C(C12)=O (1-methyl-4-azafluoren-9-one). The yield is 91.0%. As a reaction SMILES: [CH3:1][C:2]1[C:7]([C:8]([OH:10])=O)=[C:6]([C:11]2[CH:16]=[CH:15][CH:14]=[CH:13][CH:12]=2)[N:5]=[CH:4][CH:3]=1>CCCCCC>[CH3:1][C:2]1[C:7]2[C:8](=[O:10])[C:16]3[C:11](=[CH:12][CH:13]=[CH:14][CH:15]=3)[C:6]=2[N:5]=[CH:4][CH:3]=1. Procedure details: To a stirred, cooled (0°) solution of ethyl benzoylacetate (200 g) and concentrated ammonia in ethanol (1 L) was added crotonaldehyde (110 g) at a rate 2.5 ml/min while the temperature was kept below 10° . The mixture was warmed to room temperature overnight and concentrated in vacuo to give a yellow oily residue (260 g). The residue was treated with a mixture of con H2SO4 (100 ml), con HNO3 (130 ml) and water (580 ml) and the mixture cautiously heated on a steam bath until the evolution of NO2 ... The reactants are COC1=CC(=C(C(=C1)C)S(=O)(=O)N(C)CC1=NN=C(O1)C(=O)OC)C (methyl 5-({[(4-methoxy-2,6-dimethylphenyl)sulfonyl](methyl)amino}methyl)-1,3,4-oxadiazole-2-carboxylate), CNCC=1SC=C(N1)CN1CCCC1 (N-methyl-1-[4-(pyrrolidin-1-ylmethyl)-1,3-thiazol-2-yl]methanamine), C[Al](C)C (trimethylaluminium). Reaction SMILES: [CH3:1][O:2][C:3]1[CH:8]=[C:7]([CH3:9])[C:6]([S:10]([N:13]([CH2:15][C:16]2[O:20][C:19]([C:21]([O:23]C)=O)=[N:18][N:17]=2)[CH3:14])(=[O:12])=[O:11])=[C:5]([CH3:25])[CH:4]=1.[CH3:26][NH:27][CH2:28][C:29]1[S:30][CH:31]=[C:32]([CH2:34][N:35]2[CH2:39][CH2:38][CH2:37][CH2:36]2)[N:33]=1.C[Al](C)C>ClCCCl>[CH3:1][O:2][C:3]1[CH:8]=[C:7]([CH3:9])[C:6]([S:10]([N:13]([CH2:15][C:16]2[O:20][C:19]([C:21]([N:27]([CH3:26])[CH2:28][C:29]3[S:30][CH:31]=[C:32]([CH2:34][N:35]4[CH2:39][CH2:38][CH2:37][CH2:36]4)[N:33]=3)=[O:23])=[N:18][N:17]=2)[CH3:14])(=[O:12])=[O:11])=[C:5]([CH3:25])[CH:4]=1. The product is COC1=CC(=C(C(=C1)C)S(=O)(=O)N(C)CC1=NN=C(O1)C(=O)N(CC=1SC=C(N1)CN1CCCC1)C)C (5-({[(4-Methoxy-2,6-dimethylphenyl)sulfonyl](methyl)amino}methyl)-N-methyl-N-{[4-(pyrrolidin-1-ylmethyl)-1,3-thiazol-2-yl]methyl}-1,3,4-oxadiazole-2-carboxamide). Procedure: The title compound was prepared according to general procedure AT using methyl 5-({[(4-methoxy-2,6-dimethylphenyl)sulfonyl](methyl)amino}methyl)-1,3,4-oxadiazole-2-carboxylate (30 mg, 0.08 mmol), N-methyl-1-[4-(pyrrolidin-1-ylmethyl)-1,3-thiazol-2-yl]methanamine (30 mg, 0.14 mmol) and trimethylaluminium (2 M in toluene, 0.08 mL) in DCE (5 mL). A portion of the crude product was purified using prep method D to afford the title compound. The solvent is ClCCCl (DCE). Starting materials: ClCCl, O=[Cr](=O)([O-])Cl, O=[Cr](=O)([O-])Cl, OCC=Cc1ccccc1, c1ccc(-c2cccc[nH+]2)[nH+]c1. Yields the product O=CC=Cc1ccccc1. RXN SMILES: [Cl:33][CH2:34][Cl:35].[Cr:11]([Cl:12])([O-:13])(=[O:14])=[O:15].[Cr:28]([Cl:29])([O-:30])(=[O:31])=[O:32].[OH:1][CH2:2][CH:3]=[CH:4][c:5]1[cH:6][cH:7][cH:8][cH:9][cH:10]1.[nH+:16]1[cH:17][cH:18][cH:19][cH:20][c:21]1-[c:22]1[cH:23][cH:24][cH:25][cH:26][nH+:27]1>>[O:1]=[CH:2][CH:3]=[CH:4][c:5]1[cH:6][cH:7][cH:8][cH:9][cH:10]1.